From a dataset of the Open Reaction Database (ORD), a public repository of structured organic reaction records. describe an organic reaction: reactants, conditions, products, and yield The solvent is ClCCl (dichloromethane). Product: C1CCC2(CC1)OCC(O2)[C@@H]3[C@@H]([C@@H]4[C@H](O3)OC5(O4)CCCCC5)O (1,2:5,6-di-O-cyclohexylidene-α-D-glucofuranose). Reaction conditions: temperature 63 celsius, time 8.5 hour. Starting materials: C1(CCCCC1)=O (cyclohexanone), O=C[C@H](O)[C@@H](O)[C@H](O)[C@H](O)CO (D-glucose), cupric chloride. Isolated yield 51.0%. RXN SMILES: [C:1]1(=[O:7])[CH2:6][CH2:5][CH2:4][CH2:3][CH2:2]1.O=[CH:9][C@@H:10]([C@H:12]([C@@H:14]([C@@H:16]([CH2:18][OH:19])[OH:17])[OH:15])[OH:13])[OH:11]>ClCCl>[CH2:4]1[CH2:5][CH2:6][C:1]2([O:11][CH:10]([C@H:12]3[O:13][C@@H:18]4[O:19][C:1]5([CH2:6][CH2:5][CH2:4][CH2:3][CH2:2]5)[O:17][C@@H:16]4[C@H:14]3[OH:15])[CH2:9][O:7]2)[CH2:2][CH2:3]1. Procedure details: To a mixed solution of 150 ml of cyclohexanone and 120 ml of dichloromethane were added 10.0 g of D-glucose and 125 mg of anhydrous cupric chloride, and the mixture was stirred for 8.5 hours under reflux in a warm-water bath at 63° C. The refluxing solvent was continuously dried with 20 g of molecular sieves 3A which was placed between the reaction vessel and the cooling tube. The reaction solution was diluted with chloroform, washed with aqueous sodium hydrogencarbonate and water, and dried ove... Run at time 3 hour. The product is COC(CCSC1=C(C(=CC(=C1)C(C)(C)C)C(C)(C)C)O)=O (3-(3,5-Di-tert-butyl-2-hydroxyphenylthio)propanoic acid methyl ester). Reaction SMILES: [C:1]([C:5]1[CH:10]=[C:9]([C:11]([CH3:14])([CH3:13])[CH3:12])[CH:8]=[C:7]([SH:15])[C:6]=1[OH:16])([CH3:4])([CH3:3])[CH3:2].[C:17]([O:21][CH3:22])(=[O:20])[CH:18]=[CH2:19].C1(C)C=CC=CC=1>C(N(CC)CC)C>[CH3:22][O:21][C:17](=[O:20])[CH2:18][CH2:19][S:15][C:7]1[CH:8]=[C:9]([C:11]([CH3:14])([CH3:13])[CH3:12])[CH:10]=[C:5]([C:1]([CH3:4])([CH3:2])[CH3:3])[C:6]=1[OH:16]. Reactants: C(C)(C)(C)C1=C(C(=CC(=C1)C(C)(C)C)S)O (2,4-di-tert-butyl-6-mercaptophenol), C(C=C)(=O)OC (methyl acrylate), C1(=CC=CC=C1)C (toluene). Solvent: C(C)N(CC)CC (triethylamine). Isolated yield 57.5%. Procedure: In a 50 ml flask under nitrogen, a mixture of 5.00 grams of 2,4-di-tert-butyl-6-mercaptophenol, 1.80 grams of methyl acrylate and 20 mls toluene was treated with 0.50 mls of triethylamine. After stirring for three hours at ambient temperature, the solvent was removed in vacuo. The residue was purified by chromatography on silica gel using toluene/heptane eluent to give 3.90 g (57% yield) of a colorless oil. The reactants are C(CCC)(=O)C1C(CC(C(C1=O)C(=O)OC)C1=C(CCCC1(C)C)C)=O (2-butyryl-4-carbomethoxy-5-(1,3,3-trimethylcyclohex-1-en-2-yl)-cyclohexane-1,3-dione), C(C)ON (ethoxyamine). The solvent is C(C)O (ethanol). Conditions: time 8 hour. The product is C(C)ONC(CCC)=C1C(CC(C(C1=O)C(=O)OC)C1=C(CCCC1(C)C)C)=O (2-(1-Ethoxyaminobutylidene)-4-carbomethoxy-5-(1,3,3-trimethylcyclohex-1-en-2-yl)-cyclohexane-1,3-dione). As a reaction SMILES: [C:1]([CH:6]1[C:11](=[O:12])[CH:10]([C:13]([O:15][CH3:16])=[O:14])[CH:9]([C:17]2[C:22]([CH3:24])([CH3:23])[CH2:21][CH2:20][CH2:19][C:18]=2[CH3:25])[CH2:8][C:7]1=[O:26])(=O)[CH2:2][CH2:3][CH3:4].[CH2:27]([O:29][NH2:30])[CH3:28]>C(O)C>[CH2:27]([O:29][NH:30][C:1](=[C:6]1[C:11](=[O:12])[CH:10]([C:13]([O:15][CH3:16])=[O:14])[CH:9]([C:17]2[C:22]([CH3:23])([CH3:24])[CH2:21][CH2:20][CH2:19][C:18]=2[CH3:25])[CH2:8][C:7]1=[O:26])[CH2:2][CH2:3][CH3:4])[CH3:28]. Procedure details: 9.0 parts by weight of 2-butyryl-4-carbomethoxy-5-(1,3,3-trimethylcyclohex-1-en-2-yl)-cyclohexane-1,3-dione are dissolved in 100 parts by volume of ethanol, and 1.5 parts by weight of ethoxyamine are added. The mixture is stirred at room temperature for 8 hours and concentrated under reduced pressure. The residue is taken up in 50 parts by volume of methylene chloride and the solution is washed with 5% strength hydrochloric acid and water and concentrated under reduced pressure. 2-(1-Ethoxyamino... The reactants are ClC1=CC=C(C=C1)C=1NC=C(N1)S(=O)(=O)Cl (2-(4-chlorophenyl)-4-chlorosulfonylimidazole), C(O)CN (ethanolamine), O (water). Run in O1CCOCC1 (dioxane). Product: ClC1=CC=C(C=C1)C=1NC=C(N1)S(NCCO)(=O)=O (2-(4-chlorophenyl)-4-(2-hydroxyethylsulfamoyl)imidazole). The yield is 20.0%. As a reaction SMILES: [Cl:1][C:2]1[CH:7]=[CH:6][C:5]([C:8]2[NH:9][CH:10]=[C:11]([S:13](Cl)(=[O:15])=[O:14])[N:12]=2)=[CH:4][CH:3]=1.[CH2:17]([CH2:19][NH2:20])[OH:18].O>O1CCOCC1>[Cl:1][C:2]1[CH:7]=[CH:6][C:5]([C:8]2[NH:9][CH:10]=[C:11]([S:13](=[O:15])(=[O:14])[NH:20][CH2:19][CH2:17][OH:18])[N:12]=2)=[CH:4][CH:3]=1. Reported procedure: To a solution of 2-(4-chlorophenyl)-4-chlorosulfonylimidazole (1.3 g 0.005 m) in dioxane (15 ml) was added ethanolamine (0.61 g 0.01 ml). After 15 minutes the dioxane was removed under reduced pressure (20 mm) to yield a gum. The gum was slurried with water to yield a solid. The solid was filtered and recrystallized from acetonitrile to give 400 mg of 2-(4-chlorophenyl)-4-(2-hydroxyethylsulfamoyl)imidazolemelting at 210°-212°. (20% yield). The reactants are C=[N+](C)C, CC(=O)O, CC(=O)Cc1ccc(Cl)cc1, [I-]. Product: C=C(C(C)=O)c1ccc(Cl)cc1. Reaction SMILES: [CH3:13][N+:14]([CH3:15])=[CH2:16].[CH3:17][C:18](=[O:19])[OH:20].[Cl:1][c:2]1[cH:3][cH:4][c:5]([CH2:8][C:9]([CH3:10])=[O:11])[cH:6][cH:7]1.[I-:12]>>[Cl:1][c:2]1[cH:3][cH:4][c:5]([C:8]([C:9]([CH3:10])=[O:11])=[CH2:13])[cH:6][cH:7]1. Starting materials: ClC1=NC(=NC(=C1)OC(C(F)(F)F)C1=CC=C(C=C1)C1=CC(=CC=C1)F)N (4-Chloro-6-(2,2,2-trifluoro-1-(3′-fluorobiphenyl-4-yl)ethoxy)pyrimidin-2-amine), L-p-boronophenylalanine, C(=O)([O-])[O-].[Na+].[Na+] (Na2CO3), C(C)#N (acetonitrile). Reagents/catalysts: Cl[Pd]([P](C1=CC=CC=C1)(C2=CC=CC=C2)C3=CC=CC=C3)([P](C4=CC=CC=C4)(C5=CC=CC=C5)C6=CC=CC=C6)Cl (Pd(PPh3)2Cl2). Solvent: O (H2O). Reaction conditions: temperature 150 celsius, time 30 minute. Product: N[C@H](C(=O)O)CC1=CC=C(C=C1)C1=NC(=NC(=C1)OC(C(F)(F)F)C1=CC=C(C=C1)C1=CC(=CC=C1)F)N ((2S)-2-Amino-3-(4-(2-amino-6-(2,2,2-trifluoro-1-(3′-fluorobiphenyl-4-yl)ethoxy)pyrimidin-4-yl)phenyl)propanoic acid). As a reaction SMILES: Cl[C:2]1[CH:7]=[C:6]([O:8][CH:9]([C:14]2[CH:19]=[CH:18][C:17]([C:20]3[CH:25]=[CH:24][CH:23]=[C:22]([F:26])[CH:21]=3)=[CH:16][CH:15]=2)[C:10]([F:13])([F:12])[F:11])[N:5]=[C:4]([NH2:27])[N:3]=1.[C:28]([O-:31])([O-])=[O:29].[Na+].[Na+].[C:34](#[N:36])[CH3:35]>Cl[Pd](Cl)([P](C1C=CC=CC=1)(C1C=CC=CC=1)C1C=CC=CC=1)[P](C1C=CC=CC=1)(C1C=CC=CC=1)C1C=CC=CC=1.O>[NH2:36][C@@H:34]([CH2:35][C:14]1[CH:19]=[CH:18][C:17]([C:2]2[CH:7]=[C:6]([O:8][CH:9]([C:14]3[CH:19]=[CH:18][C:17]([C:20]4[CH:25]=[CH:24][CH:23]=[C:22]([F:26])[CH:21]=4)=[CH:16][CH:15]=3)[C:10]([F:13])([F:12])[F:11])[N:5]=[C:4]([NH2:27])[N:3]=2)=[CH:16][CH:15]=1)[C:28]([OH:31])=[O:29] |f:1.2.3,^1:39,58|. Procedure: 4-Chloro-6-(2,2,2-trifluoro-1-(3′-fluorobiphenyl-4-yl)ethoxy)pyrimidin-2-amine (0.75 g, 1.89 mmol), L-p-boronophenylalanine (0.47 g, 2.26 mmol), Pd(PPh3)2Cl2 (79 mgs, 0.113 mmol), Na2CO3 (0.44 g, 4.15 mmol), acetonitrile (10 mls), and H2O (10 mls) were combined in a 20 ml microwave reactor and heated in the microwave at 150° C. for 7 minutes. The reaction was complete by LCMS (Sunfire, neutral). The mixture was concentrated, dissolved in NaOH (20 mls 0.5 N), filtered, extracted with ether three ... Starting materials: C1CCOC1, CC(=O)O, CC(COC1CCCCO1)c1ncc(F)c(Cl)c1F, [Na+], [Na+], O=C([O-])[O-], O. Yields the product CC(CO)c1ncc(F)c(Cl)c1F. RXN SMILES: [CH2:31]1[O:32][CH2:33][CH2:34][CH2:35]1.[CH3:21][C:22](=[O:23])[OH:24].[Cl:1][c:2]1[c:3]([F:19])[c:4]([CH:9]([CH2:10][O:11][CH:12]2[CH2:13][CH2:14][CH2:15][CH2:16][O:17]2)[CH3:18])[n:5][cH:6][c:7]1[F:8].[Na+:25].[Na+:26].[O-:27][C:28](=[O:29])[O-:30].[OH2:20]>>[Cl:1][c:2]1[c:3]([F:19])[c:4]([CH:9]([CH2:10][OH:11])[CH3:18])[n:5][cH:6][c:7]1[F:8]. The reactants are CCC1C=C(C)C(O)C(C)CC(OC)C2OC(O)(C(=O)C(=O)N3CCCCC3C(=O)OC(C(C)=CC3CCC(O)C(OC)C3)C(C)C(O)CC1=O)C(C)CC2OC, CCOCC. The product is CCC1C=C(C)C(=O)C(C)CC(OC)C2OC(O)(C(=O)C(=O)N3CCCCC3C(=O)OC(C(C)=CC3CCC(O)C(OC)C3)C(C)C(O)CC1=O)C(C)CC2OC. RXN SMILES: [CH2:1]([CH3:2])[CH:3]1[C:4](=[O:57])[CH2:5][CH:6]([OH:56])[CH:7]([CH3:55])[CH:8]([C:43](=[CH:44][CH:45]2[CH2:46][CH:47]([O:52][CH3:53])[CH:48]([OH:51])[CH2:49][CH2:50]2)[CH3:54])[O:9][C:10](=[O:42])[CH:11]2[CH2:12][CH2:13][CH2:14][CH2:15][N:16]2[C:17](=[O:41])[C:18](=[O:40])[C:19]2([OH:39])[CH:20]([CH3:38])[CH2:21][CH:22]([O:36][CH3:37])[CH:23]([CH:24]([O:33][CH3:34])[CH2:25][CH:26]([CH3:32])[CH:27]([OH:31])[C:28]([CH3:30])=[CH:29]1)[O:35]2.[CH2:58]([O:59][CH2:60][CH3:61])[CH3:62]>>[CH2:1]([CH3:2])[CH:3]1[C:4](=[O:57])[CH2:5][CH:6]([OH:56])[CH:7]([CH3:55])[CH:8]([C:43](=[CH:44][CH:45]2[CH2:46][CH:47]([O:52][CH3:53])[CH:48]([OH:51])[CH2:49][CH2:50]2)[CH3:54])[O:9][C:10](=[O:42])[CH:11]2[CH2:12][CH2:13][CH2:14][CH2:15][N:16]2[C:17](=[O:41])[C:18](=[O:40])[C:19]2([OH:39])[CH:20]([CH3:38])[CH2:21][CH:22]([O:36][CH3:37])[CH:23]([CH:24]([O:33][CH3:34])[CH2:25][CH:26]([CH3:32])[C:27](=[O:31])[C:28]([CH3:30])=[CH:29]1)[O:35]2. The reactants are O=C([O-])O, CCO, Cl, NO, COc1cc(C(C)C)c(Oc2cnc(N)nc2N)cc1C#N, [Na+], O. The product is COc1cc(C(C)C)c(Oc2cnc(N)nc2N)cc1C(=N)NO. As a reaction SMILES: [C:4](=[O:5])([O-:6])[OH:7].[CH3:31][CH2:32][OH:33].[ClH:1].[NH2:2][OH:3].[NH2:9][c:10]1[n:11][cH:12][c:13]([O:17][c:18]2[c:19]([CH:28]([CH3:29])[CH3:30])[cH:20][c:21]([O:26][CH3:27])[c:22]([C:23]#[N:24])[cH:25]2)[c:14]([NH2:16])[n:15]1.[Na+:8].[OH2:34]>>[NH:2]([OH:3])[C:23]([c:22]1[c:21]([O:26][CH3:27])[cH:20][c:19]([CH:28]([CH3:29])[CH3:30])[c:18]([O:17][c:13]2[cH:12][n:11][c:10]([NH2:9])[n:15][c:14]2[NH2:16])[cH:25]1)=[NH:24].